Dataset: the Open Reaction Database (ORD), a public repository of structured organic reaction records. Task: describe an organic reaction: reactants, conditions, products, and yield The reactants are CCOC(=O)c1ccc(C#N)c(Br)c1, O=C([O-])[O-], CCC(N)CC, [Cs+], [Cs+], O=C(C=Cc1ccccc1)C=Cc1ccccc1, O=C(C=Cc1ccccc1)C=Cc1ccccc1, O=C(C=Cc1ccccc1)C=Cc1ccccc1, C1COCCO1, [Pd], [Pd]. Yields the product CCOC(=O)c1ccc(C#N)c(NC(CC)CC)c1. As a reaction SMILES: [Br:1][c:2]1[cH:3][c:4]([C:5](=[O:6])[O:7][CH2:8][CH3:9])[cH:10][cH:11][c:12]1[C:13]#[N:14].[C:15](=[O:16])([O-:17])[O-:18].[CH3:21][CH2:22][CH:23]([CH2:24][CH3:25])[NH2:26].[Cs+:19].[Cs+:20].[O:29]=[C:30]([CH:31]=[CH:32][c:33]1[cH:34][cH:35][cH:36][cH:37][cH:38]1)[CH:39]=[CH:40][c:41]1[cH:42][cH:43][cH:44][cH:45][cH:46]1.[O:47]=[C:48]([CH:49]=[CH:50][c:51]1[cH:52][cH:53][cH:54][cH:55][cH:56]1)[CH:57]=[CH:58][c:59]1[cH:60][cH:61][cH:62][cH:63][cH:64]1.[O:65]=[C:66]([CH:67]=[CH:68][c:69]1[cH:70][cH:71][cH:72][cH:73][cH:74]1)[CH:75]=[CH:76][c:77]1[cH:78][cH:79][cH:80][cH:81][cH:82]1.[O:83]1[CH2:84][CH2:85][O:86][CH2:87][CH2:88]1.[Pd:27].[Pd:28]>>[c:2]1([NH:26][CH:23]([CH2:22][CH3:21])[CH2:24][CH3:25])[cH:3][c:4]([C:5](=[O:6])[O:7][CH2:8][CH3:9])[cH:10][cH:11][c:12]1[C:13]#[N:14]. Reactants: [BH4-].[Na+] (NaBH4), imine, C(C)OC1=CC=C(C=C1)NC(C)(C)CC(C)(C)C (N-(4-ethoxyphenyl)-N-tert-octylamine), ClC=1C=C(C(=O)OO)C=CC1 (m-chloroperoxybenzoic acid), C(C)OC1=CC=C(C=O)C=C1 (4-ethoxybenzaldehyde), C(C)(C)(CC(C)(C)C)N (tert-octylamine). Solvent: C(Cl)Cl (methylene chloride), CO (methanol). The product is amine, C(C)OC1=CC=C(C=C1)C=[N+]([O-])C(C)(C)CC(C)(C)C (α-(4-Ethoxyphenyl)-N-tert-octylnitrone). RXN SMILES: C(OC1C=CC([NH:10][C:11]([CH2:14][C:15]([CH3:18])([CH3:17])[CH3:16])([CH3:13])[CH3:12])=CC=1)C.ClC1C=C(C=CC=1)C(OO)=[O:24].[BH4-].[Na+].[CH2:32]([O:34][C:35]1[CH:42]=[CH:41][C:38]([CH:39]=O)=[CH:37][CH:36]=1)[CH3:33].C(N)(CC(C)(C)C)(C)C>C(Cl)Cl.CO>[CH2:32]([O:34][C:35]1[CH:42]=[CH:41][C:38]([CH:39]=[N+:10]([C:11]([CH2:14][C:15]([CH3:18])([CH3:17])[CH3:16])([CH3:13])[CH3:12])[O-:24])=[CH:37][CH:36]=1)[CH3:33] |f:2.3|. Procedure: The title compound was prepared by oxidation of N-(4-ethoxyphenyl)-N-tert-octylamine with m-chloroperoxybenzoic acid in methylene chloride. The amine was synthesized via NaBH4 reduction from the corresponding imine which was acquired by condensation of 4-ethoxybenzaldehyde and tert-octylamine in methanol. The title compound was isolated in 65.0% overall yield as white crystals, m.p. 100.8° C. (Rf =0.33 on silica gel plate using hexanes:EtOAc, 7:3, v/v, as an eluant). Starting materials: C(C)(C)(C)OC(=O)N1CC2N(C(C1)C2)C(=O)C(F)(F)F (3-(tert-butoxycarbonyl)-6-(trifluoromethylcarbonyl)-3,6-diazabicyclo[3.1.1]heptane), C([O-])([O-])=O.[K+].[K+] (potassium carbonate). The solvent is CO (methanol). The product is C(C)(C)(C)OC(=O)N1CC2NC(C1)C2 (3-(tert-butoxycarbonyl)-3,6-diazabicyclo[3.1.1]heptane). The yield is 78.5%. As a reaction SMILES: [C:1]([O:5][C:6]([N:8]1[CH2:13][CH:12]2[CH2:14][CH:10]([N:11]2C(C(F)(F)F)=O)[CH2:9]1)=[O:7])([CH3:4])([CH3:3])[CH3:2].C(=O)([O-])[O-].[K+].[K+]>CO>[C:1]([O:5][C:6]([N:8]1[CH2:9][CH:10]2[CH2:14][CH:12]([NH:11]2)[CH2:13]1)=[O:7])([CH3:4])([CH3:2])[CH3:3] |f:1.2.3|. Procedure details: A solution of 3-(tert-butoxycarbonyl)-6-(trifluoromethylcarbonyl)-3,6-diazabicyclo[3.1.1]heptane (4) (8.5 g, 28.9 mmol) and potassium carbonate (30.7 g, 2 eq, 57.8 mmol) in methanol (150 mL) was heated at 70° C. for 3 h. The solution was cooled to ambient temperature and the solvent was removed in vacuo. The crude material was dissolved in a 1:1 solution of methylene chloride:methanol and filtered to give 3-(tert-butoxycarbonyl)-3,6-diazabicyclo[3.1.1]heptane (5) (4.5 g, 79% yield) as an off-whi... The reactants are COC(OC)OC, ClCCl, C[Si](C)(C)CCOCn1nc(C=Cc2ccccc2)c2ccc(I)cc21, O=[O+][O-]. Yields the product COC(OC)c1nn(COCC[Si](C)(C)C)c2cc(I)ccc12. Reaction SMILES: [CH:30]([O:31][CH3:32])([O:33][CH3:34])[O:35][CH3:36].[Cl:37][CH2:38][Cl:39].[I:1][c:2]1[cH:3][cH:4][c:5]2[c:6]([CH:19]=[CH:20][c:21]3[cH:22][cH:23][cH:24][cH:25][cH:26]3)[n:7][n:8]([CH2:11][O:12][CH2:13][CH2:14][Si:15]([CH3:16])([CH3:17])[CH3:18])[c:9]2[cH:10]1.[O-:27][O+:28]=[O:29]>>[I:1][c:2]1[cH:3][cH:4][c:5]2[c:6]([CH:30]([O:33][CH3:34])[O:35][CH3:36])[n:7][n:8]([CH2:11][O:12][CH2:13][CH2:14][Si:15]([CH3:16])([CH3:17])[CH3:18])[c:9]2[cH:10]1. The reactants are ClCCl, CNc1coc2cc(NS(C)(=O)=O)c(Oc3ccccc3)cc2c1=O, CC(=O)OC(C)=O, CC(C)OC(C)C, O=CO. The product is CN(C=O)c1coc2cc(NS(C)(=O)=O)c(Oc3ccccc3)cc2c1=O. RXN SMILES: [CH2:43]([Cl:44])[Cl:45].[CH3:11][S:12](=[O:13])(=[O:14])[NH:15][c:16]1[cH:17][c:18]2[c:19]([c:20](=[O:26])[c:21]([NH:24][CH3:25])[cH:22][o:23]2)[cH:27][c:28]1[O:29][c:30]1[cH:31][cH:32][cH:33][cH:34][cH:35]1.[CH3:1][C:2](=[O:3])[O:4][C:5](=[O:6])[CH3:7].[CH:36]([O:37][CH:38]([CH3:39])[CH3:40])([CH3:41])[CH3:42].[CH:8]([OH:9])=[O:10]>>[CH:2](=[O:3])[N:24]([c:21]1[c:20](=[O:26])[c:19]2[c:18]([cH:17][c:16]([NH:15][S:12]([CH3:11])(=[O:13])=[O:14])[c:28]([O:29][c:30]3[cH:31][cH:32][cH:33][cH:34][cH:35]3)[cH:27]2)[o:23][cH:22]1)[CH3:25].